Dataset: the Open Reaction Database (ORD), a public repository of structured organic reaction records. Task: describe an organic reaction: reactants, conditions, products, and yield The reactants are BrC1=C(N=CN1C)C1=NC=CC(=C1)C#N (2-(5-bromo-1-methyl-1H-imidazol-4-yl)pyridine-4-carbonitrile), ClC1=CC=C(C=C1)B(O)O (4-chlorophenylboronic acid). Product: ClC1=CC=C(C=C1)C1=C(N=CN1C)C1=NC=CC(=C1)C#N (2-[5-(4-chlorophenyl)-1-methyl-1H-imidazol-4-yl]pyridine-4-carbonitrile). As a reaction SMILES: Br[C:2]1[N:6]([CH3:7])[CH:5]=[N:4][C:3]=1[C:8]1[CH:13]=[C:12]([C:14]#[N:15])[CH:11]=[CH:10][N:9]=1.[Cl:16][C:17]1[CH:22]=[CH:21][C:20](B(O)O)=[CH:19][CH:18]=1>>[Cl:16][C:17]1[CH:22]=[CH:21][C:20]([C:2]2[N:6]([CH3:7])[CH:5]=[N:4][C:3]=2[C:8]2[CH:13]=[C:12]([C:14]#[N:15])[CH:11]=[CH:10][N:9]=2)=[CH:19][CH:18]=1. Procedure details: The title compound was prepared from 2-(5-bromo-1-methyl-1H-imidazol-4-yl)pyridine-4-carbonitrile and 4-chlorophenylboronic acid according to the procedure for the preparation of Example 3, part A. [M+H] Calc'd for C16H11ClN4, 296. Found, 295, 297. The reactants are ice, C1=CC=C2C=CC3=CC=CC4=CC=C1C2=C34 (pyrene), C(C)(C)(C)Cl (t-butylchloride), [Cl-].[Al+3].[Cl-].[Cl-] (aluminum chloride). Solvent: ClCCl (dichloromethane). Reaction conditions: time 5 hour. Yields the product C(C)(C)(C)C1=CC2=CC=C3C=CC=C4C=CC(=C1)C2=C43 (2-t-butylpyrene). Yield: 39.4%. RXN SMILES: [CH:1]1[C:14]2[C:15]3=[C:16]4[C:11](=[CH:12][CH:13]=2)[CH:10]=[CH:9][CH:8]=[C:7]4[CH:6]=[CH:5][C:4]3=[CH:3][CH:2]=1.[C:17](Cl)([CH3:20])([CH3:19])[CH3:18].[Cl-].[Al+3].[Cl-].[Cl-]>ClCCl>[C:17]([C:9]1[CH:10]=[C:11]2[C:16]3=[C:15]4[C:4]([CH:3]=[CH:2][CH:1]=[C:14]4[CH:13]=[CH:12]2)=[CH:5][CH:6]=[C:7]3[CH:8]=1)([CH3:20])([CH3:19])[CH3:18] |f:2.3.4.5|. Procedure details: A mixed solution of 100 g of pyrene, 55.4 g of t-butylchloride and 400 ml of dichloromethane was cooled to 0° C. under an argon gas stream and then 70.4 g of aluminum chloride was added. This mixed solution was stirred at room temperature for 5 hours and poured into 500 g of ice, followed by stirring at room temperature for 30 minutes. After the mixed solution was suction-filtered, the filtrate was extracted twice with 300 ml of dichloromethane. The organic layer was washed with 300 ml of water,... Starting materials: [N+](=O)([O-])C=1C=C(C=CC1)O (3-nitrophenol), C1(=CC=CC2=CC=CC=C12)CCO (1-naphthaleneethanol), C1(=CC=CC=C1)P(C1=CC=CC=C1)C1=CC=CC=C1 (triphenylphosphine), CC(C)OC(=O)/N=N/C(=O)OC(C)C (diisopropylazodicarboxylate). The solvent is O1CCCC1 (tetrahydrofuran). Conditions: time 8 hour. Yields the product [N+](=O)([O-])C1=CC(=CC=C1)OCCC1=CC=CC=C1 (1-nitro-3-(2-phenylethoxy)benzene). RXN SMILES: [N+:1]([C:4]1[CH:5]=[C:6]([OH:10])[CH:7]=[CH:8][CH:9]=1)([O-:3])=[O:2].[C:11]1([CH2:21][CH2:22]O)[C:20]2[C:15](=CC=CC=2)[CH:14]=[CH:13][CH:12]=1.C1(P(C2C=CC=CC=2)C2C=CC=CC=2)C=CC=CC=1.CC(OC(/N=N/C(OC(C)C)=O)=O)C>O1CCCC1>[N+:1]([C:4]1[CH:9]=[CH:8][CH:7]=[C:6]([O:10][CH2:22][CH2:21][C:11]2[CH:20]=[CH:15][CH:14]=[CH:13][CH:12]=2)[CH:5]=1)([O-:3])=[O:2]. Procedure: A stirred solution of 3-nitrophenol (1.39 g, 10 mmol), 1-naphthaleneethanol (1.89 g, 11 mmol), and triphenylphosphine (2.9 g, 11 mmol) in 100 ml of tetrahydrofuran was treated with a solution of 2.22 g (11 mmol) of diisopropylazodicarboxylate added dropwise. The resulting mixture was stirred overnight, and then concentrated and redissolved in a minimum amount of ethyl acetate. Purification on a silica gel column, eluting with 10% ethyl acetate in hexane, delivered 2.0 g of the ether. The reactants are C(C)OC(=O)C=1N=NC=2CCCCC2C1Cl (4-Chloro-5,6,7,8-tetrahydrocinnoline-3-carboxylic acid ethyl ester), Cl.FC1=C(C=CC=C1)NN (2-fluorophenylhydrazine hydrochloride), base. Solvent: C=1(C(=CC=CC1)C)C (xylene). Product: FC1=C(C=CC=C1)N1N=C2C(=NNC=3CCCCC23)C1=O (2-(2-Fluorophenyl)-2,5,6,7,8,9-hexahydropyrazolo[4,3-c]cinnolin-3-one). Yield: 42.3%. Reaction SMILES: C(O[C:4]([C:6]1[N:7]=[N:8][C:9]2[CH2:10][CH2:11][CH2:12][CH2:13][C:14]=2[C:15]=1Cl)=[O:5])C.Cl.[F:18][C:19]1[CH:24]=[CH:23][CH:22]=[CH:21][C:20]=1[NH:25][NH2:26]>C1(C)C(C)=CC=CC=1>[F:18][C:19]1[CH:24]=[CH:23][CH:22]=[CH:21][C:20]=1[N:25]1[C:4](=[O:5])[C:6]2=[N:7][NH:8][C:9]3[CH2:10][CH2:11][CH2:12][CH2:13][C:14]=3[C:15]2=[N:26]1 |f:1.2|. Reported procedure: 4-Chloro-5,6,7,8-tetrahydrocinnoline-3-carboxylic acid ethyl ester (0.5 g), 2-fluorophenylhydrazine hydrochloride (0.34 g) and H{umlaut over (u)}nig's base (0.73 ml) in xylene were heated under reflux for 3 h. The solvent was evaporated under reduced pressure and the residue purified by flash chromatography using a gradient elution: CH2Cl2 (500 ml), CH2Cl2/(MeOH/NH3 10:1) 99:1 (500 ml), CH2Cl2/(MeOH/NH3 10:1) 98:2 (500 ml), CH2Cl2/(MeOH/NH3 10:1) 97:3 (500 ml), CH2Cl2/(MeOH/NH3 10:1) 96:4 (500 m... The reactants are CO, CC(=O)O, [H][H], O=C1N(C(c2ccccc2)c2ccccc2)c2ccccc2C12COc1cc(OC(F)(F)F)ccc12. Product: O=C1Nc2ccccc2C12COc1cc(OC(F)(F)F)ccc12. As a reaction SMILES: [CH3:39][OH:40].[CH3:41][C:42](=[O:43])[OH:44].[H:37][H:38].[c:1]1([CH:2]([c:3]2[cH:4][cH:5][cH:6][cH:7][cH:31]2)[N:8]2[C:9](=[O:30])[C:10]3([CH2:11][O:12][c:13]4[c:14]3[cH:15][cH:16][c:17]([O:19][C:20]([F:21])([F:22])[F:23])[cH:18]4)[c:24]3[cH:25][cH:26][cH:27][cH:28][c:29]32)[cH:32][cH:33][cH:34][cH:35][cH:36]1>>[NH:8]1[C:9](=[O:30])[C:10]2([CH2:11][O:12][c:13]3[c:14]2[cH:15][cH:16][c:17]([O:19][C:20]([F:21])([F:22])[F:23])[cH:18]3)[c:24]2[cH:25][cH:26][cH:27][cH:28][c:29]21. The solvent is C(C)#N (acetonitrile). RXN SMILES: [NH2:1][C:2]1[CH:7]=[N:6][CH:5]=[C:4]([Cl:8])[N:3]=1.[F:9][C:10]([F:16])([F:15])[CH2:11][N:12]=[C:13]=[S:14]>C(#N)C>[F:9][C:10]([F:16])([F:15])[CH2:11][NH:12][C:13](=[S:14])[NH:1][C:2]1[CH:7]=[N:6][CH:5]=[C:4]([Cl:8])[N:3]=1. Starting materials: FC(CN=C=S)(F)F (Trifluoroethylisothiocyanate), NC1=NC(=CN=C1)Cl (2-amino-6-chloropyrazine), FC(CN=C=S)(F)F (trifluoroethylisothiocyanate). Procedure details: A solution of 2-amino-6-chloropyrazine (1 g.) in warm acetonitrile (15 ml.) was cooled to room temperature. Trifluoroethylisothiocyanate (1.6 g.) was added and the mixture stirred overnight. Further trifluoroethylisothiocyanate (1.6 g.) was added, and the mixture warmed gently on a steam bath for 2 hours, then heated under reflux for 2 hours. The mixture was allowed to cool and evaporated to dryness to yield a brown solid. This was washed with water, 2N HCl solution, water again, and sucked dry.... The product is FC(CNC(NC1=NC(=CN=C1)Cl)=S)(F)F (2-[3-(2,2,2-trifluoroethyl)thioureido]-6-chloropyrazine). The yield is 36.9%. Conditions: time 8 hour. Reactants: Nc1nnc(Br)s1, Cl, [Cu], O=N[O-], [Na+], O. Yields the product O=[N+]([O-])c1nnc(Br)s1. RXN SMILES: [Br:5][c:6]1[n:7][n:8][c:9]([NH2:11])[s:10]1.[ClH:13].[Cu:14].[N:1](=[O:2])[O-:3].[Na+:4].[OH2:12]>>[N+:1](=[O:2])([O-:3])[c:9]1[n:8][n:7][c:6]([Br:5])[s:10]1. Reactants: [BH3-]C#N.[Na+] (NaBH3CN), C(C)(C)(C)OC(N[C@H]1CN(CC1)C1=NC=C(C=C1)N1C(C2=C(CC1)C=C(S2)C2=CC=C(C=C2)Cl)=O)=O (((R)-1-{5-[2-(4-chloro-phenyl)-7-oxo-4,7-dihydro-5H-thieno [2,3-c]pyridin-6-yl]-pyridin-2-yl}-pyrrolidin-3-yl)-carbamic acid tert-butyl ester), C(=O)(C(F)(F)F)O (TFA), CC(=O)O (HOAc), C(C)OC1(CC1)O[Si](C)(C)C ((1-ethoxy-cyclopropoxy)trimethylsilane). Solvent: CCOC(=O)C (EtOAc), [OH-].[Na+] (NaOH), C(Cl)(Cl)Cl (CHCl3). Conditions: time 30 minute. Product: ClC1=CC=C(C=C1)C1=CC2=C(C(N(CC2)C=2C=NC(=CC2)N2C[C@@H](CC2)N(C2CC2)C2CC2)=O)S1 (2-(4-chloro-phenyl)-6-[6-((R)-3-dicyclopropylamino-pyrrolidin-1-yl)-pyridin-3-yl]-5,6-dihydro-4H-thieno[2,3-c]pyridin-7-one). Isolated yield 93.0%. As a reaction SMILES: C(O[C:6](=O)[NH:7][C@@H:8]1[CH2:12][CH2:11][N:10]([C:13]2[CH:18]=[CH:17][C:16]([N:19]3[CH2:24][CH2:23][C:22]4[CH:25]=[C:26]([C:28]5[CH:33]=[CH:32][C:31]([Cl:34])=[CH:30][CH:29]=5)[S:27][C:21]=4[C:20]3=[O:35])=[CH:15][N:14]=2)[CH2:9]1)(C)(C)C.[C:37](O)([C:39](F)(F)F)=O.CC(O)=O.C(O[C:51]1(O[Si](C)(C)C)[CH2:53][CH2:52]1)C.[BH3-]C#N.[Na+]>C(Cl)(Cl)Cl.CCOC(C)=O.[OH-].[Na+]>[Cl:34][C:31]1[CH:32]=[CH:33][C:28]([C:26]2[S:27][C:21]3[C:20](=[O:35])[N:19]([C:16]4[CH:15]=[N:14][C:13]([N:10]5[CH2:11][CH2:12][C@@H:8]([N:7]([CH:51]6[CH2:53][CH2:52]6)[CH:6]6[CH2:39][CH2:37]6)[CH2:9]5)=[CH:18][CH:17]=4)[CH2:24][CH2:23][C:22]=3[CH:25]=2)=[CH:29][CH:30]=1 |f:4.5,8.9|. Procedure details: Dissolve ((R)-1-{5-[2-(4-chloro-phenyl)-7-oxo-4,7-dihydro-5H-thieno [2,3-c]pyridin-6-yl]-pyridin-2-yl}-pyrrolidin-3-yl)-carbamic acid tert-butyl ester (0.393 g, 0.750 mmol) in CHCl3 (5 mL) and treat with TFA (2 mL). Stir the mixture at RT for 30 min. Remove the excess reagent in vacuo. Dissolve the crude material in CH3OH (10 mL) and treat with HOAc (90.22 mL, 3.93 mmol), and (1-ethoxy-cyclopropoxy)trimethylsilane (0.47 mL, 2.36 mmol). Stir the mixture at RT for 10 min. Add NaBH3CN (90.36 g, 5.6... Starting materials: NC=1C2=C(N=CN1)N(C=C2C#CC2=CC(=CC(=C2)OC)OC)[C@H]2C[C@H](N(C2)C(=O)OC(C)(C)C)C(=O)OC ((2S,4S)-1-tert-butyl 2-methyl 4-(4-amino-5-((3,5-dimethoxyphenyl)ethynyl)-7H-pyrrolo[2,3-d]pyrimidin-7-yl)pyrrolidine-1,2-dicarboxylate), C(=O)(C(F)(F)F)O (TFA). Solvent: C(Cl)Cl (methylene chloride). The product is NC=1C2=C(N=CN1)N(C=C2C#CC2=CC(=CC(=C2)OC)OC)[C@H]2C[C@H](NC2)C(=O)OC ((2S,4S)-methyl 4-(4-amino-5-((3,5-dimethoxyphenyl)ethynyl)-7H-pyrrolo[2,3-d]pyrimidin-7-yl)pyrrolidine-2-carboxylate). RXN SMILES: [NH2:1][C:2]1[C:3]2[C:10]([C:11]#[C:12][C:13]3[CH:18]=[C:17]([O:19][CH3:20])[CH:16]=[C:15]([O:21][CH3:22])[CH:14]=3)=[CH:9][N:8]([C@@H:23]3[CH2:27][N:26](C(OC(C)(C)C)=O)[C@H:25]([C:35]([O:37][CH3:38])=[O:36])[CH2:24]3)[C:4]=2[N:5]=[CH:6][N:7]=1.C(O)(C(F)(F)F)=O>C(Cl)Cl>[NH2:1][C:2]1[C:3]2[C:10]([C:11]#[C:12][C:13]3[CH:14]=[C:15]([O:21][CH3:22])[CH:16]=[C:17]([O:19][CH3:20])[CH:18]=3)=[CH:9][N:8]([C@@H:23]3[CH2:27][NH:26][C@H:25]([C:35]([O:37][CH3:38])=[O:36])[CH2:24]3)[C:4]=2[N:5]=[CH:6][N:7]=1. Reported procedure: A solution of (2S,4S)-1-tert-butyl 2-methyl 4-(4-amino-5-((3,5-dimethoxyphenyl)ethynyl)-7H-pyrrolo[2,3-d]pyrimidin-7-yl)pyrrolidine-1,2-dicarboxylate (24 mg) obtained in Step 6 above in methylene chloride (2.0 ml) and TFA (2.0 ml) was stirred at room temperature for 30 minutes. The solvent was distilled off under reduced pressure, and the resulting residue was purified by basic silica gel column chromatography (developing solvent: chloroform/methanol). The title compound was thus obtained as a l...